Dataset: the Open Reaction Database (ORD), a public repository of structured organic reaction records. Task: describe an organic reaction: reactants, conditions, products, and yield Yields the product NC(=O)COc1cccc(CCNS(=O)(=O)c2ccc(Cl)cc2)c1. Reactants: C(=NC1CCCCC1)=NC1CCCCC1, N, C1CCOC1, O=C(COc1cccc(CCNS(=O)(=O)c2ccc(Cl)cc2)c1)Nc1nnn[nH]1. As a reaction SMILES: [CH:30]1([N:31]=[C:32]=[N:33][CH:34]2[CH2:35][CH2:36][CH2:37][CH2:38][CH2:39]2)[CH2:40][CH2:41][CH2:42][CH2:43][CH2:44]1.[NH3:45].[O:46]1[CH2:47][CH2:48][CH2:49][CH2:50]1.[nH:1]1[c:2]([NH:6][C:7]([CH2:8][O:9][c:10]2[cH:11][c:12]([CH2:16][CH2:17][NH:18][S:19](=[O:20])(=[O:21])[c:22]3[cH:23][cH:24][c:25]([Cl:28])[cH:26][cH:27]3)[cH:13][cH:14][cH:15]2)=[O:29])[n:3][n:4][n:5]1>>[NH2:6][C:7]([CH2:8][O:9][c:10]1[cH:11][c:12]([CH2:16][CH2:17][NH:18][S:19](=[O:20])(=[O:21])[c:22]2[cH:23][cH:24][c:25]([Cl:28])[cH:26][cH:27]2)[cH:13][cH:14][cH:15]1)=[O:29].